Dataset: the Open Reaction Database (ORD), a public repository of structured organic reaction records. Task: describe an organic reaction: reactants, conditions, products, and yield Product: CC1=C2C(C(=O)OC2=O)=CC(=C1)C (3,5-dimethylphthalic anhydride). Isolated yield 63.8%. Reaction SMILES: [CH3:1][C:2]1[CH:7]=[C:6]([CH3:8])OC(=O)[CH:3]=1.Cl[C:11]1[C:12]([O:14][C:15](=[O:17])[CH:16]=1)=[O:13]>>[CH3:8][C:6]1[CH:7]=[C:2]([CH3:3])[CH:1]=[C:11]2[C:12]([O:14][C:15](=[O:17])[C:16]=12)=[O:13]. The reactants are CC1=CC(OC(=C1)C)=O (4,6-dimethyl-2-pyrone), Cl/C=1/C(=O)OC(\C1)=O (2-chloromaleic anhydride). Procedure details: 4,6-dimethyl-2-pyrone (1.0 g, 8.1 mmol) and 2-chloromaleic anhydride (1.5 g, 11 mmol) were stirred with heating at 160° C. for 3 hrs, and the precipitated crystals were purified by silica gel chromatography (chloroform) to give 0.91 g of the title compound. Run at temperature 160 celsius.